describe an organic reaction: reactants, conditions, products, and yield From a dataset of the Open Reaction Database (ORD), a public repository of structured organic reaction records. Run in CN(C=O)C (N,N-dimethylformamide). The reactants are C(C1=CC=CC=C1)N(C1=C(C(=CC=C1)[N+](=O)[O-])CO)CC1=CC=CC=C1 (N,N-dibenzyl-2-hydroxymethyl-3-nitroaniline), [H-].[Na+] (sodium hydride), IC (iodomethane). Reaction conditions: time 10 minute. Reported procedure: The product from Example 46B (0.12 g, 0.33 mmoles) in anhydrous N,N-dimethylformamide (1 mL) was treated with 60% sodium hydride (0.016 g, 0.40 mmoles). After stirring for 10 minutes at room temperature, the mixture was treated with iodomethane (0.031 mL, 0.50 mmoles) and allowed to stir overnight at room temperature. The reaction mixture was quenched with saturated ammonium chloride and extracted with ethyl acetate (3×). The ethyl acetate phases were combined, dried with sodium sulfate, filtere... RXN SMILES: [CH2:1]([N:8]([CH2:20][C:21]1[CH:26]=[CH:25][CH:24]=[CH:23][CH:22]=1)[C:9]1[CH:14]=[CH:13][CH:12]=[C:11]([N+:15]([O-:17])=[O:16])[C:10]=1[CH2:18][OH:19])[C:2]1[CH:7]=[CH:6][CH:5]=[CH:4][CH:3]=1.[H-].[Na+].I[CH3:30]>CN(C)C=O>[CH2:20]([N:8]([CH2:1][C:2]1[CH:3]=[CH:4][CH:5]=[CH:6][CH:7]=1)[C:9]1[CH:14]=[CH:13][CH:12]=[C:11]([N+:15]([O-:17])=[O:16])[C:10]=1[CH2:18][O:19][CH3:30])[C:21]1[CH:26]=[CH:25][CH:24]=[CH:23][CH:22]=1 |f:1.2|. The product is C(C1=CC=CC=C1)N(C1=C(C(=CC=C1)[N+](=O)[O-])COC)CC1=CC=CC=C1 (N,N-dibenzyl-2-(methoxymethyl)-3-nitroaniline). The reactants are CCO, CCOC(=O)c1nc([N+](=O)[O-])cn1C. Product: CCOC(=O)c1nc(N)cn1C. Reaction SMILES: [CH3:15][CH2:16][OH:17].[CH3:1][n:2]1[c:3]([C:10](=[O:11])[O:12][CH2:13][CH3:14])[n:4][c:5]([N+:7]([O-:8])=[O:9])[cH:6]1>>[CH3:1][n:2]1[c:3]([C:10](=[O:11])[O:12][CH2:13][CH3:14])[n:4][c:5]([NH2:7])[cH:6]1. The reactants are C(C)OCCN1C=C(C2=CC=CC=C12)C1CCNCC1 (1-(2-ethoxyethyl)-3-piperidin-4-yl-1H-indole), [I-].[K+] (potassium iodide), COC(C1=C(C=CC(=C1)C)OCCCl)=O (2-(2-chloroethoxy)-5-methyl-benzoic acid methyl ester), C([O-])([O-])=O.[K+].[K+] (potassium carbonate). The product is C(C)OCCN1C=C(C2=CC=CC=C12)C1CCN(CC1)CCOC1=C(C(=O)O)C=C(C=C1)C (2-(2-{4-[1-(2-ethoxy-ethyl)-1H-indol-3-yl]-piperidin-1-yl}-ethoxy)-5-methyl-benzoic acid). As a reaction SMILES: [CH2:1]([O:3][CH2:4][CH2:5][N:6]1[C:14]2[C:9](=[CH:10][CH:11]=[CH:12][CH:13]=2)[C:8]([CH:15]2[CH2:20][CH2:19][NH:18][CH2:17][CH2:16]2)=[CH:7]1)[CH3:2].C[O:22][C:23](=[O:35])[C:24]1[CH:29]=[C:28]([CH3:30])[CH:27]=[CH:26][C:25]=1[O:31][CH2:32][CH2:33]Cl.C(=O)([O-])[O-].[K+].[K+].[I-].[K+]>>[CH2:1]([O:3][CH2:4][CH2:5][N:6]1[C:14]2[C:9](=[CH:10][CH:11]=[CH:12][CH:13]=2)[C:8]([CH:15]2[CH2:16][CH2:17][N:18]([CH2:33][CH2:32][O:31][C:25]3[CH:26]=[CH:27][C:28]([CH3:30])=[CH:29][C:24]=3[C:23]([OH:35])=[O:22])[CH2:19][CH2:20]2)=[CH:7]1)[CH3:2] |f:2.3.4,5.6|. Procedure: This compound was prepared following the procedure described in Example 152 (parts D and E) starting with 0.85 g (3.1 mmol) of 1-(2-ethoxyethyl)-3-piperidin-4-yl-1H-indole, 0.97 g (4.0 mmol) of 2-(2-chloroethoxy)-5-methyl-benzoic acid methyl ester, 0.65 g (4.7 mmol) of potassium carbonate and 0.38 g (2.3 mmol) of potassium iodide. After the saponication and purification through silica gel 0.52 g (36%) of the corresponding carboxylic acid were obtained.